This data is from the Open Reaction Database (ORD), a public repository of structured organic reaction records. The task is: describe an organic reaction: reactants, conditions, products, and yield The reactants are C([O-])([O-])=O.[K+].[K+] (potassium carbonate), BrC=1C=C(C=C(C1O)Br)C(=O)N1C2=C(OCC1)C=CN=C2 ((3,5-dibromo-4-hydroxy-phenyl)-(2,3-dihydro-pyrido[4,3-b][1,4]oxazin-4-yl)-methanone), C(C)(=O)OCBr (bromo-methyl acetate). Run in CN(C=O)C (N,N-dimethyl formamide). Conditions: time 10 minute. The product is COC(COC1=C(C=C(C=C1Br)C(=O)N1C2=C(OCC1)C=CN=C2)Br)=O ((2,6-dibromo-4-(2,3-dihydro-pyrido[4,3-b][1,4]oxazin-4-carbonyl)-phenoxy]-acetic acid methyl ester). Yield: 41.0%. As a reaction SMILES: [Br:1][C:2]1[CH:3]=[C:4]([C:10]([N:12]2[CH2:17][CH2:16][O:15][C:14]3[CH:18]=[CH:19][N:20]=[CH:21][C:13]2=3)=[O:11])[CH:5]=[C:6]([Br:9])[C:7]=1[OH:8].C(=O)([O-])[O-].[K+].[K+].[C:28]([O:31][CH2:32]Br)(=[O:30])[CH3:29]>CN(C)C=O>[CH3:32][O:31][C:28](=[O:30])[CH2:29][O:8][C:7]1[C:6]([Br:9])=[CH:5][C:4]([C:10]([N:12]2[CH2:17][CH2:16][O:15][C:14]3[CH:18]=[CH:19][N:20]=[CH:21][C:13]2=3)=[O:11])=[CH:3][C:2]=1[Br:1] |f:1.2.3|. Procedure details: In a 25 ml flask, (3,5-dibromo-4-hydroxy-phenyl)-(2,3-dihydro-pyrido[4,3-b][1,4]oxazin-4-yl)-methanone (100 mg, 0.24 mmol) was dissolved in N,N-dimethyl formamide (2.4 ml), and potassium carbonate (37 mg, 0.266 mmol) was added thereto dropwise at room temperature. After stirring at room temperature for 10 minutes, bromo-methyl acetate was added dropwise and then stirred for 40 minutes at room temperature. The reaction mixture was filtered on celite and evaporated under reduced pressure. The resi... The reactants are F[B-](F)(F)F, CN(C)C(On1nnc2ccccc21)=[N+](C)C, CCN(C(C)C)C(C)C, NN1CCOCC1, CN(C)C=O, O=C(O)c1ccc(OCc2c(-c3ccccn3)noc2CO)nc1. The product is O=C(NN1CCOCC1)c1ccc(OCc2c(-c3ccccn3)noc2CO)nc1. Reaction SMILES: [B-:32]([F:33])([F:34])([F:35])[F:36].[CH3:37][N+:38]([CH3:39])=[C:40]([N:41]([CH3:42])[CH3:43])[O:44][n:45]1[c:46]2[cH:47][cH:48][cH:49][cH:50][c:51]2[n:52][n:53]1.[CH:54]([N:55]([CH2:56][CH3:57])[CH:58]([CH3:59])[CH3:60])([CH3:61])[CH3:62].[NH2:25][N:26]1[CH2:27][CH2:28][O:29][CH2:30][CH2:31]1.[O:63]=[CH:64][N:65]([CH3:66])[CH3:67].[OH:1][CH2:2][c:3]1[c:4]([CH2:14][O:15][c:16]2[n:17][cH:18][c:19]([C:20](=[O:21])[OH:22])[cH:23][cH:24]2)[c:5](-[c:8]2[n:9][cH:10][cH:11][cH:12][cH:13]2)[n:6][o:7]1>>[OH:1][CH2:2][c:3]1[c:4]([CH2:14][O:15][c:16]2[n:17][cH:18][c:19]([C:20](=[O:22])[NH:25][N:26]3[CH2:27][CH2:28][O:29][CH2:30][CH2:31]3)[cH:23][cH:24]2)[c:5](-[c:8]2[n:9][cH:10][cH:11][cH:12][cH:13]2)[n:6][o:7]1. Starting materials: C1(=CC=CC=C1)C(C#CCN(CC)CC)O (N-(4-phenyl-4-hydroxy-2-butynyl)-N,N-diethylamine), resultant mixture, O1CCCC1 (tetrahydrofuran), N1=CC=CC=C1 (pyridine), Cl.C(C1=CN=CC=C1)Cl (nicotinyl chloride hydrochloride). Yields the product C(C1=CN=CC=C1)(=O)OC(C#CCN(CC)CC)C1=CC=CC=C1 (N-(4-Nicotinoyloxy-4-phenyl-2-butynyl)-N,N-diethylamine). Isolated yield 46.6%. Reaction SMILES: [C:1]1([CH:7]([OH:16])[C:8]#[C:9][CH2:10][N:11]([CH2:14][CH3:15])[CH2:12][CH3:13])[CH:6]=[CH:5][CH:4]=[CH:3][CH:2]=1.[N:17]1[CH:22]=[CH:21][CH:20]=[CH:19][CH:18]=1.Cl.C(Cl)C1C=CC=NC=1.[O:32]1CCC[CH2:33]1>>[C:33]([O:16][CH:7]([C:1]1[CH:6]=[CH:5][CH:4]=[CH:3][CH:2]=1)[C:8]#[C:9][CH2:10][N:11]([CH2:12][CH3:13])[CH2:14][CH3:15])(=[O:32])[C:19]1[CH:20]=[CH:21][CH:22]=[N:17][CH:18]=1 |f:2.3|. Procedure: Dissolved in anhydrous tetrahydrofuran was 2.17 g of N-(4-phenyl-4-hydroxy-2-butynyl)-N,N-diethylamine, followed by an addition of 4 ml of pyridine. Then, 1.78 g of nicotinyl chloride hydrochloride was added at room temperature little by little. The resultant mixture was thereafter reacted at the same temperature for 4 hours. After the reaction, the solvent was distilled off under reduced pressure and the residue was taken up in chloroform. The resultant chloroform solution was washed with water... Reactants: [O-]CC.[Na+] (sodium ethoxide), C(C)O (ethanol), IC1=CC2=C(NC(=NS2(=O)=O)CC(=O)O)C=C1 ((7-Iodo-1,1-dioxo-1,4-dihydro-1λ6-benzo[1,2,4]thiadiazin-3-yl)-acetic acid), Cl.CN(CCCN=C=NCC)C (1-(3-dimethylaminopropyl)-3-ethylcarbodiimide hydrochloride), CN1CCOCC1 (N-methylmorpholine), COC(=O)[C@H]1[C@H](CCCCC1)NCC1=CC=C(C=C1)F (cis-2-(4-fluoro-benzylamino)-cycloheptanecarboxylic acid methyl ester). Solvent: CN(C=O)C (N,N-dimethylformamide). Run at temperature 25 celsius, time 3 hour. Yields the product FC1=CC=C(CN2C3C(C(=C(C2=O)C2=NS(C4=C(N2)C=CC(=C4)I)(=O)=O)O)CCCCC3)C=C1 (1-(4-fluoro-benzyl)-4-hydroxy-3-(7-iodo-1,1-dioxo-1,4-dihydro-1λ6-benzo[1,2,4]thiadiazin-3-yl)-1,4a,5,6,7,8,9,9a-octahydro-cyclohepta[b]pyridin-2-one). Isolated yield 34.0%. Reaction SMILES: [I:1][C:2]1[CH:17]=[CH:16][C:5]2[NH:6][C:7]([CH2:12][C:13](O)=[O:14])=[N:8][S:9](=[O:11])(=[O:10])[C:4]=2[CH:3]=1.Cl.CN(C)CCCN=C=NCC.CN1CCOCC1.C[O:38][C:39]([C@@H:41]1[CH2:47][CH2:46][CH2:45][CH2:44][CH2:43][C@@H:42]1[NH:48][CH2:49][C:50]1[CH:55]=[CH:54][C:53]([F:56])=[CH:52][CH:51]=1)=O.[O-]CC.[Na+].C(O)C>CN(C)C=O>[F:56][C:53]1[CH:54]=[CH:55][C:50]([CH2:49][N:48]2[C:13](=[O:14])[C:12]([C:7]3[NH:6][C:5]4[CH:16]=[CH:17][C:2]([I:1])=[CH:3][C:4]=4[S:9](=[O:11])(=[O:10])[N:8]=3)=[C:39]([OH:38])[CH:41]3[CH2:47][CH2:46][CH2:45][CH2:44][CH2:43][CH:42]23)=[CH:51][CH:52]=1 |f:1.2,5.6|. Procedure: (7-Iodo-1,1-dioxo-1,4-dihydro-1λ6-benzo[1,2,4]thiadiazin-3-yl)-acetic acid (prepared as described in Example 24b, 0.959 g, 2.62 mmol), 1-(3-dimethylaminopropyl)-3-ethylcarbodiimide hydrochloride (0.527 g, 2.75 mmol) and N-methylmorpholine (0.605 mL, 5.50 mmol) were added sequentially to a solution of cis-2-(4-fluoro-benzylamino)-cycloheptanecarboxylic acid methyl ester (prepared as described in Example 2b, 0.732 g, 2.62 mmol) in N,N-dimethylformamide (20 mL) at 25° C. The reaction mixture was st... Starting materials: O=C=NCc1ccccc1, O=C1CC(CS(=O)c2ccccc2)N1. Yields the product O=C1CC(CS(=O)c2ccccc2)N1C(=O)NCc1ccccc1. RXN SMILES: [CH2:15]([c:16]1[cH:17][cH:18][cH:19][cH:20][cH:21]1)[N:22]=[C:23]=[O:24].[c:1]1([S:7](=[O:8])[CH2:9][CH:10]2[CH2:11][C:12](=[O:14])[NH:13]2)[cH:2][cH:3][cH:4][cH:5][cH:6]1>>[c:1]1([S:7](=[O:8])[CH2:9][CH:10]2[CH2:11][C:12](=[O:14])[N:13]2[C:23]([NH:22][CH2:15][c:16]2[cH:17][cH:18][cH:19][cH:20][cH:21]2)=[O:24])[cH:2][cH:3][cH:4][cH:5][cH:6]1. Starting materials: CC1=C(N=CN1)CSCCNC(C1=CC=C(C=C1)O)=N (N-[2-(5-Methyl-4-imidazolylmethylthio)ethyl]-4-hydroxybenzamidine), P12(=S)SP3(=S)SP(=S)(S1)SP(=S)(S2)S3 (phosphorus pentasulphide). The solvent is N1=CC=CC=C1 (pyridine). Product: CC1=C(N=CN1)CSCCNC(C1=CC=C(C=C1)S)=N (N-[2-(5-Methyl-4-imidazolylmethylthio)ethyl]-4-mercaptobenzamidine). As a reaction SMILES: [CH3:1][C:2]1[NH:6][CH:5]=[N:4][C:3]=1[CH2:7][S:8][CH2:9][CH2:10][NH:11][C:12](=[NH:20])[C:13]1[CH:18]=[CH:17][C:16](O)=[CH:15][CH:14]=1.P12(SP3(SP(SP(S3)(S1)=S)(=S)S2)=S)=[S:22]>N1C=CC=CC=1>[CH3:1][C:2]1[NH:6][CH:5]=[N:4][C:3]=1[CH2:7][S:8][CH2:9][CH2:10][NH:11][C:12](=[NH:20])[C:13]1[CH:18]=[CH:17][C:16]([SH:22])=[CH:15][CH:14]=1. Procedure: N-[2-(5-Methyl-4-imidazolylmethylthio)ethyl]-4-hydroxybenzamidine and a slight excess of phosphorus pentasulphide were refluxed in pyridine for 45 minutes to give the title compound. Starting materials: C(=O)C=1C=C2C(=C(C=NC2=CC1)C#N)OC1CCOCC1 (6-formyl-4-(tetrahydro-pyran-4-yloxy)-quinoline-3-carbonitrile), C1(CC1)NC=1SCC(N1)=O (2-cyclopropylamino-thiazol-4-one), C(C)(=O)[O-].[Na+] (sodium acetate). Run in C(C)(=O)O (acetic acid). Product: C1(CC1)NC=1S\C(\C(N1)=O)=C/C=1C=C2C(=C(C=NC2=CC1)C#N)OC(CC)CC (6-[2-cyclopropylamino-4-oxo-4H-thiazol-(5Z)-ylidenemethyl]-4-(1-ethyl-propoxy)-quinoline-3-carbonitrile). Reaction SMILES: [CH:1]([C:3]1[CH:4]=[C:5]2[C:10](=[CH:11][CH:12]=1)[N:9]=[CH:8][C:7]([C:13]#[N:14])=[C:6]2[O:15][CH:16]1[CH2:21][CH2:20]O[CH2:18][CH2:17]1)=O.[CH:22]1([NH:25][C:26]2[S:27][CH2:28][C:29](=[O:31])[N:30]=2)[CH2:24][CH2:23]1.C([O-])(=O)C.[Na+]>C(O)(=O)C>[CH:22]1([NH:25][C:26]2[S:27]/[C:28](=[CH:1]\[C:3]3[CH:4]=[C:5]4[C:10](=[CH:11][CH:12]=3)[N:9]=[CH:8][C:7]([C:13]#[N:14])=[C:6]4[O:15][CH:16]([CH2:17][CH3:18])[CH2:21][CH3:20])/[C:29](=[O:31])[N:30]=2)[CH2:24][CH2:23]1 |f:2.3|. Reported procedure: Similar procedure as described in example 28c was used, starting from 6-formyl-4-(tetrahydro-pyran-4-yloxy)-quinoline-3-carbonitrile (example 64b), 2-cyclopropylamino-thiazol-4-one (example 37c), sodium acetate and acetic acid to give 6-[2-cyclopropylamino-4-oxo-4H-thiazol-(5Z)-ylidenemethyl]-4-(1-ethyl-propoxy)-quinoline-3-carbonitrile. LC-MS m/e 407 (MH+). Reactants: CC1=CC=C(CO)C=C1 (4-Methylbenzyl alcohol), C(=O)(N1C=NC=C1)N1C=NC=C1 (1,1′-carbonyldiimidazole), Cl.O.N1CCC(CC1)=O (4-Piperidone hydrate hydrochloride). Solvent: CCOC(=O)C (EtOAc), CN(C)C=O (DMF). Reaction conditions: temperature 50 celsius, time 1 hour. Product: O=C1CCN(CC1)C(=O)OCC1=CC=C(C=C1)C (4-methylbenzyl 4-oxopiperidine-1-carboxylate). Yield: 85.0%. As a reaction SMILES: [CH3:1][C:2]1[CH:9]=[CH:8][C:5]([CH2:6][OH:7])=[CH:4][CH:3]=1.[C:10]([N:17]1[CH:21]=[CH:20]N=[CH:18]1)(N1C=CN=C1)=[O:11].Cl.O.N1CC[C:27](=[O:30])[CH2:26]C1>CN(C=O)C.CCOC(C)=O>[O:30]=[C:27]1[CH2:26][CH2:18][N:17]([C:10]([O:7][CH2:6][C:5]2[CH:8]=[CH:9][C:2]([CH3:1])=[CH:3][CH:4]=2)=[O:11])[CH2:21][CH2:20]1 |f:2.3.4|. Procedure details: 4-Methylbenzyl alcohol (37.6 g, 308 mmol) was added to a solution of 1,1′-carbonyldiimidazole (50.0 g, 308 mmol) in DMF at RT and stirred for 1 h. 4-Piperidone hydrate hydrochloride (commercially available from Sigma-Aldrich, 47.0 g, 308 mmol) was added, resulting in a reaction mixture that was then heated to 50° C. and stirred for 15 h. The reaction mixture was diluted with EtOAc and washed with 0.1 M HCl, H2O (four times), and brine, dried over Na2SO4, filtered and concentrated. Purification b... Starting materials: BrC1=CC=C(S1)[C@H]([C@H](C(=O)NC=1SC=NN1)C)C1=CC(=CC=C1)F ((2R,3R)-3-(5-bromothiophen-2-yl)-3-(3-fluorophenyl)-2-methyl-N-(1,3,4-thiadiazol-2-yl)propanamide), ClC=1C=C(C=CC1C(N(C)C)=O)B(O)O (3-chloro-4-(dimethyl-carbamoyl)phenylboronic acid). The product is ClC1=C(C(=O)N(C)C)C=CC(=C1)C=1SC(=CC1)[C@H]([C@H](C(NC=1SC=NN1)=O)C)C1=CC(=CC=C1)F (2-Chloro-4-(5-((1R,2R)-1-(3-fluorophenyl)-2-methyl-3-oxo-3-(1,3,4-thiadiazol-2-ylamino)propyl)-2-thienyl)-N,N-dimethylbenzamide). RXN SMILES: Br[C:2]1[S:6][C:5]([C@@H:7]([C:18]2[CH:23]=[CH:22][CH:21]=[C:20]([F:24])[CH:19]=2)[C@@H:8]([CH3:17])[C:9]([NH:11][C:12]2[S:13][CH:14]=[N:15][N:16]=2)=[O:10])=[CH:4][CH:3]=1.[Cl:25][C:26]1[CH:27]=[C:28](B(O)O)[CH:29]=[CH:30][C:31]=1[C:32](=[O:36])[N:33]([CH3:35])[CH3:34]>>[Cl:25][C:26]1[CH:27]=[C:28]([C:2]2[S:6][C:5]([C@@H:7]([C:18]3[CH:23]=[CH:22][CH:21]=[C:20]([F:24])[CH:19]=3)[C@@H:8]([CH3:17])[C:9](=[O:10])[NH:11][C:12]3[S:13][CH:14]=[N:15][N:16]=3)=[CH:4][CH:3]=2)[CH:29]=[CH:30][C:31]=1[C:32]([N:33]([CH3:35])[CH3:34])=[O:36]. Reported procedure: In a similar manner to Example 43, the Suzuki coupling reaction of the title compound of Example 97, (2R,3R)-3-(5-bromothiophen-2-yl)-3-(3-fluorophenyl)-2-methyl-N-(1,3,4-thiadiazol-2-yl)propanamide (240 mg, 0.563 mmol), and 3-chloro-4-(dimethyl-carbamoyl)phenylboronic acid (256 mg, 1.126 mmol) afforded the title compound of Example 110 (147 mg, 0.278 mmol, 49.4% yield). 1H NMR (400 MHz, MeOD) δ ppm 8.96 (1H, s) 7.71 (1H, d, J=1.51 Hz) 7.61 (1H, dd, J=7.93, 1.64 Hz) 7.39 (1H, d, J=3.78 Hz) 7.33 ...